From a dataset of the Open Reaction Database (ORD), a public repository of structured organic reaction records. describe an organic reaction: reactants, conditions, products, and yield The reactants are ClC1=NC(=NC(=C1)N1CCCC1)N1C(CCCC1(C)C)(C)C (4-chloro-2-(2,2,6,6-tetramethyl-1-piperidinyl)-6-(1-pyrrolidinyl) pyrimidine), N1CCNCC1 (piperazine). The product is CC1(N(C(CCC1)(C)C)C1=NC(=CC(=N1)N1CCNCC1)N1CCCC1)C (2-(2,2,6,6-tetramethyl-1-piperidinyl)-4-(1piperazinyl)-6-(1-pyrrolidinyl)pyrimidine). Isolated yield 80.2%. Reaction SMILES: Cl[C:2]1[CH:7]=[C:6]([N:8]2[CH2:12][CH2:11][CH2:10][CH2:9]2)[N:5]=[C:4]([N:13]2[C:18]([CH3:20])([CH3:19])[CH2:17][CH2:16][CH2:15][C:14]2([CH3:22])[CH3:21])[N:3]=1.[NH:23]1[CH2:28][CH2:27][NH:26][CH2:25][CH2:24]1>>[CH3:20][C:18]1([CH3:19])[CH2:17][CH2:16][CH2:15][C:14]([CH3:21])([CH3:22])[N:13]1[C:4]1[N:3]=[C:2]([N:23]2[CH2:28][CH2:27][NH:26][CH2:25][CH2:24]2)[CH:7]=[C:6]([N:8]2[CH2:9][CH2:10][CH2:11][CH2:12]2)[N:5]=1. Procedure details: 4-chloro-2-(2,2,6,6-tetramethyl-1-piperidinyl)-6-(1-pyrrolidinyl) pyrimidine is reacted with piperazine as described in Example 5 to obtain the title compound in a yield of 80.2%, m.p.:134°-137° C. Starting materials: CN1CCOCC1, CCOC(C)=O, O=C(Cl)CCl, Cl, CC(C)C(N)C(O)C(F)(F)F, C1CCOC1. Yields the product CC(C)C(NC(=O)CCl)C(O)C(F)(F)F. As a reaction SMILES: [CH3:13][N:14]1[CH2:15][CH2:16][O:17][CH2:18][CH2:19]1.[CH3:30][CH2:31][O:32][C:33](=[O:34])[CH3:35].[Cl:20][CH2:21][C:22](=[O:23])[Cl:24].[ClH:1].[NH2:2][CH:3]([CH:4]([C:5]([F:6])([F:7])[F:8])[OH:9])[CH:10]([CH3:11])[CH3:12].[O:25]1[CH2:26][CH2:27][CH2:28][CH2:29]1>>[NH:2]([CH:3]([CH:4]([C:5]([F:6])([F:7])[F:8])[OH:9])[CH:10]([CH3:11])[CH3:12])[C:22]([CH2:21][Cl:20])=[O:23]. Starting materials: ClC=1C=CC2=C(C(=NCC(=N2)NN)C2=C(C=CC=C2)F)C1 (7-chloro-2-hydrazino-5-(o-fluorophenyl)-3H-1,4-benzodiazepine), BrCC(CBr)=O (1,3-dibromopropanone). The solvent is O1CCCC1 (tetrahydrofuran). Product: ClC=1C=CC2=C(C(=NCC(=N2)NN=C(CBr)CBr)C2=C(C=CC=C2)F)C1 (7-chloro-2-[[2-bromo-1-(bromomethyl)ethylidene]hydrazino]-5-(o-fluorophenyl)-3H-1,4-benzodiazepine). As a reaction SMILES: [Cl:1][C:2]1[CH:3]=[CH:4][C:5]2[N:11]=[C:10]([NH:12][NH2:13])[CH2:9][N:8]=[C:7]([C:14]3[CH:19]=[CH:18][CH:17]=[CH:16][C:15]=3[F:20])[C:6]=2[CH:21]=1.[Br:22][CH2:23][C:24](=O)[CH2:25][Br:26]>O1CCCC1>[Cl:1][C:2]1[CH:3]=[CH:4][C:5]2[N:11]=[C:10]([NH:12][N:13]=[C:24]([CH2:25][Br:26])[CH2:23][Br:22])[CH2:9][N:8]=[C:7]([C:14]3[CH:19]=[CH:18][CH:17]=[CH:16][C:15]=3[F:20])[C:6]=2[CH:21]=1. Procedure details: In the manner given in Example 1, 7-chloro-2-hydrazino-5-(o-fluorophenyl)-3H-1,4-benzodiazepine in tetrahydrofuran can be treated with 1,3-dibromopropanone under nitrogen to give 7-chloro-2-[[2-bromo-1-(bromomethyl)ethylidene]hydrazino]-5-(o-fluorophenyl)-3H-1,4-benzodiazepine. Starting materials: Cl.NC1=CC=2CC3=C(NC(C=4N3C=CN4)=O)C2C=C1 (8-amino-5H,10H-imidazo[1,2-a]indeno[1,2-e]pyrazine-4-one hydrochloride), CN(C=O)C (dimethylformamide), N(=C=O)CCC(=O)OCC (ethyl 3-isocyanatopropionate). The solvent is C(C)N(CC)CC (triethylamine). Conditions: temperature 20 celsius, time 90 hour. Yields the product C(C)OC(=O)CCNC(NC1=CC=2CC3=C(NC(C=4N3C=CN4)=O)C2C=C1)=O (8-[3-(2-ethoxycarbonylethyl)ureido]-5H,10H-imidazo[1,2-a]indeno[1,2-e]pyrazine-4-one). The yield is 37.8%. As a reaction SMILES: Cl.[NH2:2][C:3]1[CH:19]=[CH:18][C:17]2[C:8]3[NH:9][C:10](=[O:16])[C:11]4[N:12]([CH:13]=[CH:14][N:15]=4)[C:7]=3[CH2:6][C:5]=2[CH:4]=1.CN(C)C=O.[N:25]([CH2:28][CH2:29][C:30]([O:32][CH2:33][CH3:34])=[O:31])=[C:26]=[O:27]>C(N(CC)CC)C>[CH2:33]([O:32][C:30]([CH2:29][CH2:28][NH:25][C:26](=[O:27])[NH:2][C:3]1[CH:19]=[CH:18][C:17]2[C:8]3[NH:9][C:10](=[O:16])[C:11]4[N:12]([CH:13]=[CH:14][N:15]=4)[C:7]=3[CH2:6][C:5]=2[CH:4]=1)=[O:31])[CH3:34] |f:0.1|. Procedure: The preparation is carried out as in Example 32 but from 4 g of 8-amino-5H,10H-imidazo[1,2-a]indeno[1,2-e]pyrazine-4-one hydrochloride, 86 ml of dimethylformamide, 7.3 ml of triethylamine and 4.42 g of ethyl 3-isocyanatopropionate and the reaction mixture is stirred at a temperature in the region of 20° C. for 90 hours. After evaporation of the dimethylformamide, 300 ml of water are added and the precipitate formed is filtered, washed with water (50 ml) and then with acetone (2×50 ml) and dried ... Starting materials: O (water), [OH-].[Na+] (sodium hydroxide), O (water), [H-].[Al+3].[Li+].[H-].[H-].[H-] (lithium aluminum hydride), C1(=CC=CC=C1)C(N1CC(C1)C(=O)NC)C1=CC=CC=C1 (1-diphenylmethyl-N-methyl-3-azetidinecarboxamide), O (water). Solvent: O1CCCC1 (tetrahydrofuran), O1CCCC1 (tetrahydrofuran). Product: C1(=CC=CC=C1)C(N1CC(C1)CNC)C1=CC=CC=C1 (1-(diphenylmethyl)-N-methyl-3-azetidinemethanamine). The yield is 93.9%. RXN SMILES: [H-].[Al+3].[Li+].[H-].[H-].[H-].[C:7]1([CH:13]([C:22]2[CH:27]=[CH:26][CH:25]=[CH:24][CH:23]=2)[N:14]2[CH2:17][CH:16]([C:18]([NH:20][CH3:21])=O)[CH2:15]2)[CH:12]=[CH:11][CH:10]=[CH:9][CH:8]=1.O.[OH-].[Na+]>O1CCCC1>[C:7]1([CH:13]([C:22]2[CH:27]=[CH:26][CH:25]=[CH:24][CH:23]=2)[N:14]2[CH2:17][CH:16]([CH2:18][NH:20][CH3:21])[CH2:15]2)[CH:8]=[CH:9][CH:10]=[CH:11][CH:12]=1 |f:0.1.2.3.4.5,8.9|. Procedure: To a suspension of 3.2 g (85 mmole) of lithium aluminum hydride in 50 ml of dry tetrahydrofuran was added dropwise, a solution of 8.5 g (28 mmole) of 1-diphenylmethyl-N-methyl-3-azetidinecarboxamide in 50 ml of dry tetrahydrofuran. After the addition was complete, the reaction was refluxed for two hours, cooled to room temperature, and decomposed by the successive addition of 3.4 ml of water, 3.4 ml of 15% aqueous sodium hydroxide and 10.2 ml of water, titrating the final water addition to give ...